From a dataset of the Open Reaction Database (ORD), a public repository of structured organic reaction records. describe an organic reaction: reactants, conditions, products, and yield The reactants are Cl (HCl), ice, [OH-].[Na+] (sodium hydroxide), stannous chloride dihydrate, [N+](=O)([O-])C=1C(OC2=CC(=CC=C2C1)N(CC)CC)=O (3-nitro-7-diethylamino coumarin). Run at time 4 hour. Procedure: In a 25 mL round bottomed flask equipped with a magnetic stirrer, were placed in order, 37.4% HCl (5 mL), stannous chloride dihydrate (1.6 g, 7.12 mmol). To this suspension 3-nitro-7-diethylamino coumarin (0.25 g, 0.95 mmol) was added at room temperature in small portions, over a period of thirty minutes. Stirring was continued for 4 h before the solution was poured onto 20 g of ice and made alkaline using sodium hydroxide solution (5 M) at 15° C. using an ice-water bath. The resulting suspensio... Yields the product NC=1C(OC2=CC(=CC=C2C1)N(CC)CC)=O (3-amino-7-diethylaminocoumarin). RXN SMILES: Cl.[N+:2]([C:5]1[C:6](=[O:20])[O:7][C:8]2[C:13]([CH:14]=1)=[CH:12][CH:11]=[C:10]([N:15]([CH2:18][CH3:19])[CH2:16][CH3:17])[CH:9]=2)([O-])=O.[OH-].[Na+]>>[NH2:2][C:5]1[C:6](=[O:20])[O:7][C:8]2[C:13]([CH:14]=1)=[CH:12][CH:11]=[C:10]([N:15]([CH2:18][CH3:19])[CH2:16][CH3:17])[CH:9]=2 |f:2.3|. Reactants: CC=1CNCCC1C1=CC(=CC=2C=COC21)F (3-methyl-4-(5-fluorobenzofur-7-yl)-1,2,5,6-tetrahydropyridine), C(\C=C\C(=O)O)(=O)O (fumaric acid). Solvent: C(C)O (ethanol). Product: C(\C=C\C(=O)O)(=O)O.CC=1CNCCC1C1=CC(=CC=2C=COC21)F (3-methyl-4-(5-fluorobenzofur-7-yl)-1,2,5,6-tetrahydropyridine fumarate). The yield is 87.6%. As a reaction SMILES: [CH3:1][C:2]1[CH2:3][NH:4][CH2:5][CH2:6][C:7]=1[C:8]1[C:16]2[O:15][CH:14]=[CH:13][C:12]=2[CH:11]=[C:10]([F:17])[CH:9]=1.[C:18]([OH:25])(=[O:24])/[CH:19]=[CH:20]/[C:21]([OH:23])=[O:22]>C(O)C>[C:18]([OH:25])(=[O:24])/[CH:19]=[CH:20]/[C:21]([OH:23])=[O:22].[CH3:1][C:2]1[CH2:3][NH:4][CH2:5][CH2:6][C:7]=1[C:8]1[C:16]2[O:15][CH:14]=[CH:13][C:12]=2[CH:11]=[C:10]([F:17])[CH:9]=1 |f:3.4|. Procedure: A solution of 0.45 gm (1.42 mMol) 1-benzyl-3-methyl-4-(5-fluorobenzofur-7-yl)-1,2,5,6-tetrahydropyridine in 15 mL 1,2-dichloroethane was cooled to 0° C. To this solution was then added 0.40 mL (3.7 mMol) 1-chloroethyl chloroformate dropwise. The reaction was heated to reflux for 4 hours and was then concentrated under reduced pressure. The residue was dissolved in methanol and then placed on an SCX column, eluting with methanol followed by 0.5 N ammonia in methanol. Fractions containing the desi... Reactants: CC(C)(C)OC(=O)CBr, CC12CC(=O)Nc3cccc(c31)N(CC(=O)O)C2=O, [H-], [Na+], CN(C)C=O. Yields the product CC(C)(C)OC(=O)CN1C(=O)C2(C)CC(=O)Nc3cccc1c32. Reaction SMILES: [Br:22][CH2:23][C:24]([O:25][C:27]([CH3:28])([CH3:29])[CH3:30])=[O:26].[CH3:3][C:4]12[CH2:5][C:6](=[O:21])[NH:7][c:8]3[cH:9][cH:10][cH:11][c:12]([c:13]31)[N:14]([CH2:17][C:18](=[O:19])[OH:20])[C:15]2=[O:16].[H-:1].[Na+:2].[O:31]=[CH:32][N:33]([CH3:34])[CH3:35]>>[CH3:3][C:4]12[CH2:5][C:6](=[O:21])[NH:7][c:8]3[cH:9][cH:10][cH:11][c:12]([c:13]31)[N:14]([CH2:17][C:18](=[O:19])[O:20][C:27]([CH3:28])([CH3:29])[CH3:30])[C:15]2=[O:16]. The reactants are OC1=C(C#N)C=CC=C1 (2-hydroxybenzonitrile), P(=S)(OCC)(OCC)S ((EtO)2P(S)SH), C(=O)(O)[O-].[Na+] (NaHCO3), C(=O)=O (CO2), C(=O)(O)[O-].[Na+] (NaHCO3), [Na+].[Cl-] (NaCl). Solvent: C(Cl)Cl (CH2Cl2), CCOCC (Et2O), O (water). Yields the product OC1=C(C=CC=C1)C(N)=S (2-Hydroxybenzenecarbothioamide). Yield: 54.5%. RXN SMILES: [OH:1][C:2]1[CH:9]=[CH:8][CH:7]=[CH:6][C:3]=1[C:4]#[N:5].P(S)(OCC)(OCC)=[S:11].C([O-])(O)=O.[Na+].C(=O)=O.[Na+].[Cl-]>C(Cl)Cl.CCOCC.O>[OH:1][C:2]1[CH:9]=[CH:8][CH:7]=[CH:6][C:3]=1[C:4](=[S:11])[NH2:5] |f:2.3,5.6|. Procedure: A stirred solution of 2-hydroxybenzonitrile (23.8 g, 200 mmol), (EtO)2P(S)SH (33.6 mL, 200 mmol) and water (40 mL) was heated at 80° C. for 12 hr under nitrogen. The mixture was cooled down to 0°-10° C., diluted with CH2Cl2 (200 mL)/Et2O (400 mL), then cautiously treated with saturated aq. NaHCO3 (60 mL), and followed by adding solid NaHCO3 in small portions until CO2 evolution ceased. Half-saturated aq. NaCl (40 mL) was added to the mixture. The organic layer was separated, washed with brine (1... Starting materials: CO, Clc1nc2ccccc2c2[nH]cnc12, N. Product: Nc1nc2ccccc2c2[nH]cnc12. Reaction SMILES: [CH3:16][OH:17].[Cl:1][c:2]1[n:3][c:4]2[cH:5][cH:6][cH:7][cH:8][c:9]2[c:10]2[c:11]1[n:12][cH:13][nH:14]2.[NH3:15]>>[c:2]1([NH2:15])[n:3][c:4]2[cH:5][cH:6][cH:7][cH:8][c:9]2[c:10]2[c:11]1[n:12][cH:13][nH:14]2. Starting materials: CCO, CNC(=N[N+](=O)[O-])SC, NCc1cnc(Cl)s1. The product is CNC(=N[N+](=O)[O-])NCc1cnc(Cl)s1. RXN SMILES: [CH3:18][CH2:19][OH:20].[CH3:9][S:10][C:11]([NH:12][CH3:13])=[N:14][N+:15](=[O:16])[O-:17].[Cl:1][c:2]1[s:3][c:4]([CH2:7][NH2:8])[cH:5][n:6]1>>[Cl:1][c:2]1[s:3][c:4]([CH2:7][NH:8][C:11]([NH:12][CH3:13])=[N:14][N+:15](=[O:16])[O-:17])[cH:5][n:6]1. Starting materials: 22, C(C=O)(=O)O (glyoxylic acid), 32, NNC(=S)NN (thiocarbohydrazide). The solvent is O (water), O (water). Yields the product NN1C(NN=CC1=O)=S (4-amino-2,3-dihydro-3-thiono-as-triazin-5(4H)-one). As a reaction SMILES: [C:1]([OH:5])(=O)[CH:2]=O.[NH2:6][NH:7][C:8]([NH:10][NH2:11])=[S:9]>O>[NH2:6][N:7]1[C:1](=[O:5])[CH:2]=[N:11][NH:10][C:8]1=[S:9]. Procedure details: A solution of 22 parts glyoxylic acid in 22 parts water is slowly added to a hot, stirred solution of 32 parts thiocarbohydrazide in 350 parts water. The resulting mixture is refluxed until no further precipitate is formed. Upon cooling, essentially pure 4-amino-2,3-dihydro-3-thiono-as-triazin-5(4H)-one having a melting point of 211°-215° C. is obtained by filtration. Conditions: time 16 hour. The solvent is ClC(Cl)(Cl)Cl (tetrachloromethane). The yield is 100.0%. Yields the product 15.5, BrCC1=C2N=CC=NC2=CC=C1 (5-(bromomethyl)quinoxaline). Reactants: 10, CC1=C2N=CC=NC2=CC=C1 (5-methylquinoxaline), BrN1C(N(C(C1(C)C)=O)Br)=O (1,3-dibromo-5,5-dimethylimidazolidine-2,4-dione), C1(=CC=CC=C1)C(=O)OO (benzenecarboperoxoic acid). Reaction SMILES: [CH3:1][C:2]1[CH:11]=[CH:10][CH:9]=[C:8]2[C:3]=1[N:4]=[CH:5][CH:6]=[N:7]2.[Br:12]N1C(C)(C)C(=O)N(Br)C1=O.C1(C(OO)=O)C=CC=CC=1>ClC(Cl)(Cl)Cl>[Br:12][CH2:1][C:2]1[CH:11]=[CH:10][CH:9]=[C:8]2[C:3]=1[N:4]=[CH:5][CH:6]=[N:7]2. Reported procedure: A mixture of 10 parts of 5-methylquinoxaline, 10 parts of 1,3-dibromo-5,5-dimethylimidazolidine-2,4-dione, 1.7 parts of benzenecarboperoxoic acid and 318 parts of tetrachloromethane was stirred for 16 hours at reflux temperature under 2 lamps of 250 Watt. The reaction mixture was cooled and the organic layer was decanted. The product was filtered off and dried, yielding 15.5 parts (100%) of 5-(bromomethyl)quinoxaline (interm. 1). Starting materials: C(C)OC(C1=CC(C(=O)N(CCC)C)=CC(=C1)C=O)=O (5-formyl-N-methyl-N-propyl-isophthalamic acid ethyl ester), C[Mg]Br (methylmagnesium bromide). Solvent: C1CCOC1 (THF). Conditions: temperature 0 celsius, time 1 hour. Product: C(C)OC(C1=CC(C(=O)N(CCC)C)=CC(=C1)C(C)O)=O (5-(1-Hydroxyethyl)-N-methyl-N-propyl-isophthalamic acid ethyl ester). Yield: 59.2%. RXN SMILES: [CH2:1]([O:3][C:4](=[O:20])[C:5]1[CH:17]=[C:16]([CH:18]=[O:19])[CH:15]=[C:7]([C:8]([N:10]([CH3:14])[CH2:11][CH2:12][CH3:13])=[O:9])[CH:6]=1)[CH3:2].[CH3:21][Mg]Br>C1COCC1>[CH2:1]([O:3][C:4](=[O:20])[C:5]1[CH:17]=[C:16]([CH:18]([OH:19])[CH3:21])[CH:15]=[C:7]([C:8]([N:10]([CH3:14])[CH2:11][CH2:12][CH3:13])=[O:9])[CH:6]=1)[CH3:2]. Procedure: Treat a solution of 5-formyl-N-methyl-N-propyl-isophthalamic acid ethyl ester (400 mg, 1.44 mmol) in THF (10 mL) at 0° C. with methylmagnesium bromide (3.0 M in diethyl ether, 0.58 mL, 1.73 mmol). Stir at 0° C. for 1 h and quench with saturated aqueous ammonium chloride solution. Extract with ethyl acetate (100 mL), dry (magnesium sulfate), concentrate and purify (silica gel chromatography, eluting with 40:60 to 70:30 ethyl acetate:hexanes) to give the title compound (250 mg, 59%). Reactants: BrC=1N=C2C(=NC1)N(C=C2C(=O)NC(CO)(C)C)COCC[Si](C)(C)C (2-Bromo-N-(1-hydroxy-2-methylpropan-2-yl)-5-((2-(trimethylsilyl)ethoxy)methyl)-5H-pyrrolo[2,3-b]pyrazine-7-carboxamide), ClC=1C=C2C=NNC2=CC1 (5-chloro-1H-indazole), [O-]P(=O)([O-])[O-].[K+].[K+].[K+] (potassium phosphate tribasic), [I-].[Na+] (sodium iodide), CN[C@H]1[C@@H](CCCC1)NC (trans-N,N′-dimethylcyclohexane-1,2-diamine). Reagents/catalysts: [Cu]I (copper (I) iodide). Run in C1(=CC=CC=C1)C (toluene). Run at temperature 110 celsius, time 15 hour. The product is OCC(C)(C)NC(=O)C1=CN(C2=NC=C(N=C21)N2N=CC1=CC(=CC=C21)Cl)COCC[Si](C)(C)C (2-(5-chloro-indazol-1-yl)-5-(2-trimethylsilanyl-ethoxymethyl)-5H-pyrrolo[2,3-b]pyrazine-7-carboxylic acid (2-hydroxy-1,1-dimethyl-ethyl)-amide). Yield: 73.4%. As a reaction SMILES: Br[C:2]1[N:3]=[C:4]2[C:10]([C:11]([NH:13][C:14]([CH3:18])([CH3:17])[CH2:15][OH:16])=[O:12])=[CH:9][N:8]([CH2:19][O:20][CH2:21][CH2:22][Si:23]([CH3:26])([CH3:25])[CH3:24])[C:5]2=[N:6][CH:7]=1.[I-].[Na+].CN[C@@H]1CCCC[C@H]1NC.[Cl:39][C:40]1[CH:41]=[C:42]2[C:46](=[CH:47][CH:48]=1)[NH:45][N:44]=[CH:43]2.[O-]P([O-])([O-])=O.[K+].[K+].[K+]>C1(C)C=CC=CC=1.[Cu]I>[OH:16][CH2:15][C:14]([NH:13][C:11]([C:10]1[C:4]2[C:5](=[N:6][CH:7]=[C:2]([N:45]3[C:46]4[C:42](=[CH:41][C:40]([Cl:39])=[CH:48][CH:47]=4)[CH:43]=[N:44]3)[N:3]=2)[N:8]([CH2:19][O:20][CH2:21][CH2:22][Si:23]([CH3:26])([CH3:25])[CH3:24])[CH:9]=1)=[O:12])([CH3:18])[CH3:17] |f:1.2,5.6.7.8|. Reported procedure: 2-Bromo-N-(1-hydroxy-2-methylpropan-2-yl)-5-((2-(trimethylsilyl)ethoxy)methyl)-5H-pyrrolo[2,3-b]pyrazine-7-carboxamide (145 mg, 328 μmol) was dissolved in toluene (3 mL) and copper (I) iodide (3.29 mg, 36.7 μmol), sodium iodide (98.2 mg, 655 μmol) and trans-N,N′-dimethylcyclohexane-1,2-diamine (11.9 mg, 83.6 μmol) added. The mixture was degassed with bubbling nitrogen, then sealed and the mixture heated at to 110° C. After 15 h, 5-chloro-1H-indazole (50 mg, 328 μmol) and potassium phosphate trib...